Task: describe an organic reaction: reactants, conditions, products, and yield. Dataset: the Open Reaction Database (ORD), a public repository of structured organic reaction records Reactants: O=C([O-])[O-], COC(=O)C(C)(C)c1cc(B2OC(C)(C)C(C)(C)O2)ccc1F, COCCOC, COc1nc(Cl)cc(NCCc2ccc(OC(F)(F)F)cc2)n1, [Cs+], [Cs+], O, c1ccc(P(c2ccccc2)(c2ccccc2)[Pd](P(c2ccccc2)(c2ccccc2)c2ccccc2)(P(c2ccccc2)(c2ccccc2)c2ccccc2)P(c2ccccc2)(c2ccccc2)c2ccccc2)cc1. Product: COC(=O)C(C)(C)c1cc(-c2cc(NCCc3ccc(OC(F)(F)F)cc3)nc(OC)n2)ccc1F. RXN SMILES: [C:47](=[O:48])([O-:49])[O-:50].[CH3:24][O:25][C:26]([C:27]([CH3:28])([CH3:29])[c:30]1[c:31]([F:45])[cH:32][cH:33][c:34]([B:36]2[O:37][C:38]([CH3:39])([CH3:40])[C:41]([CH3:42])([CH3:43])[O:44]2)[cH:35]1)=[O:46].[CH3:54][O:55][CH2:56][CH2:57][O:58][CH3:59].[Cl:1][c:2]1[cH:3][c:4]([NH:10][CH2:11][CH2:12][c:13]2[cH:14][cH:15][c:16]([O:19][C:20]([F:21])([F:22])[F:23])[cH:17][cH:18]2)[n:5][c:6]([O:8][CH3:9])[n:7]1.[Cs+:51].[Cs+:52].[OH2:53].[cH:60]1[cH:61][cH:62][c:63]([P:64]([Pd:65]([P:66]([c:67]2[cH:68][cH:69][cH:70][cH:71][cH:72]2)([c:73]2[cH:74][cH:75][cH:76][cH:77][cH:78]2)[c:79]2[cH:80][cH:81][cH:82][cH:83][cH:84]2)([P:85]([c:86]2[cH:87][cH:88][cH:89][cH:90][cH:91]2)([c:92]2[cH:93][cH:94][cH:95][cH:96][cH:97]2)[c:98]2[cH:99][cH:100][cH:101][cH:102][cH:103]2)[P:104]([c:105]2[cH:106][cH:107][cH:108][cH:109][cH:110]2)([c:111]2[cH:112][cH:113][cH:114][cH:115][cH:116]2)[c:117]2[cH:118][cH:119][cH:120][cH:121][cH:122]2)([c:123]2[cH:124][cH:125][cH:126][cH:127][cH:128]2)[c:129]2[cH:130][cH:131][cH:132][cH:133][cH:134]2)[cH:135][cH:136]1>>[c:2]1(-[c:34]2[cH:33][cH:32][c:31]([F:45])[c:30]([C:27]([C:26]([O:25][CH3:24])=[O:46])([CH3:28])[CH3:29])[cH:35]2)[cH:3][c:4]([NH:10][CH2:11][CH2:12][c:13]2[cH:14][cH:15][c:16]([O:19][C:20]([F:21])([F:22])[F:23])[cH:17][cH:18]2)[n:5][c:6]([O:8][CH3:9])[n:7]1. Starting materials: CS(=O)c1c(C=NO)nn(-c2c(Cl)cc(C(F)(F)F)cc2Cl)c1N, O, OO. Yields the product CS(=O)(=O)c1c(C=NO)nn(-c2c(Cl)cc(C(F)(F)F)cc2Cl)c1N. Reaction SMILES: [NH2:1][c:2]1[c:3]([S:22](=[O:23])[CH3:24])[c:4]([CH:19]=[N:20][OH:21])[n:5][n:6]1-[c:7]1[c:8]([Cl:18])[cH:9][c:10]([C:14]([F:15])([F:16])[F:17])[cH:11][c:12]1[Cl:13].[OH2:27].[OH:25][OH:26]>>[NH2:1][c:2]1[c:3]([S:22](=[O:23])([CH3:24])=[O:25])[c:4]([CH:19]=[N:20][OH:21])[n:5][n:6]1-[c:7]1[c:8]([Cl:18])[cH:9][c:10]([C:14]([F:15])([F:16])[F:17])[cH:11][c:12]1[Cl:13]. Starting materials: Cl.CN(CCCN=C=NCC)C (1-[3-(dimethylamino)propyl]-3-ethylcarbodiimide hydrochloride), OC[C@H](C(=O)O)CCCC ((2R)-2-(hydroxymethyl)hexanoic acid), Cl.C(C1=CC=CC=C1)ON (O-benzylhydroxylamine hydrochloride), [OH-].[Na+] (NaOH). The solvent is O (water). Conditions: temperature 16.5 celsius, time 30 minute. Yields the product OC[C@H](C(=O)NOCC1=CC=CC=C1)CCCC ((2R)-2-(hydroxymethyl)-N-(phenylmethoxy)hexanamide). The yield is 92.0%. As a reaction SMILES: [OH:1][CH2:2][C@@H:3]([CH2:7][CH2:8][CH2:9][CH3:10])[C:4]([OH:6])=O.Cl.[CH2:12]([O:19][NH2:20])[C:13]1[CH:18]=[CH:17][CH:16]=[CH:15][CH:14]=1.[OH-].[Na+].Cl.CN(C)CCCN=C=NCC>O>[OH:1][CH2:2][C@@H:3]([CH2:7][CH2:8][CH2:9][CH3:10])[C:4]([NH:20][O:19][CH2:12][C:13]1[CH:18]=[CH:17][CH:16]=[CH:15][CH:14]=1)=[O:6] |f:1.2,3.4,5.6|. Procedure details: A 5 L, 4-necked, round-bottomed flask, equipped with a mechanical stirrer, digital thermometer and nitrogen inlet-outlet, is charged with 102.39 g of (2R)-2-(hydroxymethyl)hexanoic acid, 123.0 g of O-benzylhydroxylamine hydrochloride and 2.25 L of water. Adjust the pH by adding one equivalent of NaOH to a pH of 4-5. Stir the reaction mixture at 18° C.±3° C. (external temperature: 15-18° C.) for 30 minutes to give a cloudy solution. Add 161.3 g of 1-[3-(dimethylamino)propyl]-3-ethylcarbodiimide h... Starting materials: ON=C(C(=O)OCC)C(C1=NC=CC=C1)=O (ethyl 2-(hydroxyimino)-3-oxo-3-(pyridin-2-yl)propanoate), C(C)(=O)[O-].[NH4+] (ammonium acetate), FC1=C(C=O)C(=CC=C1)F (2,6-difluorobenzaldehyde). Run in C(C)(=O)O (acetic acid), CO (MeOH). Reaction conditions: temperature 160 celsius. Yields the product FC1=C(C(=CC=C1)F)C=1NC(=C(N1)C1=NC=CC=C1)C(=O)OCC (ethyl 2-(2,6-difluorophenyl)-4-(pyridin-2-yl)-1H-imidazole-5-carboxylate). Yield: 6.9%. Reaction SMILES: O[N:2]=[C:3]([C:9](=O)[C:10]1[CH:15]=[CH:14][CH:13]=[CH:12][N:11]=1)[C:4]([O:6][CH2:7][CH3:8])=[O:5].C([O-])(=O)C.[NH4+:21].[F:22][C:23]1[CH:30]=[CH:29][CH:28]=[C:27]([F:31])[C:24]=1[CH:25]=O>C(O)(=O)C.CO>[F:22][C:23]1[CH:30]=[CH:29][CH:28]=[C:27]([F:31])[C:24]=1[C:25]1[NH:2][C:3]([C:4]([O:6][CH2:7][CH3:8])=[O:5])=[C:9]([C:10]2[CH:15]=[CH:14][CH:13]=[CH:12][N:11]=2)[N:21]=1 |f:1.2|. Reported procedure: A mixture of ethyl 2-(hydroxyimino)-3-oxo-3-(pyridin-2-yl)propanoate (0.300 g, 1.4 mmol), ammonium acetate (0.104 g, 1.4 mmol) and 2,6-difluorobenzaldehyde (0.145 mL, 1.3 mmol) in acetic acid (6 mL) was heated in the microwave at 160° C. for 2 minutes. The reaction mixture was diluted with MeOH and purified by SPE using a MP-TsOH resin cartridge (2500 mg). The crude mixture obtained was purified by preparative HPLC to afford ethyl 2-(2,6-difluorophenyl)-4-(pyridin-2-yl)-1H-imidazole-5-carboxylat... Reactants: O=C([O-])[O-], C1COCCO1, O=C(C=Cc1ccccc1)C=Cc1ccccc1, CC(C)c1cc(C(C)C)c(-c2ccccc2P(C2CCCCC2)C2CCCCC2)c(C(C)C)c1, O=C(C=Cc1ccccc1)C=Cc1ccccc1, O=C(C=Cc1ccccc1)C=Cc1ccccc1, N#Cc1cccc(-n2cnc3ccc(Cl)nc32)c1, [Cs+], [Cs+], Fc1cccc(C2CCCN2)c1, [Pd], [Pd]. Product: N#Cc1cccc(-n2cnc3ccc(N4CCCC4c4cccc(F)c4)nc32)c1. Reaction SMILES: [C:35](=[O:36])([O-:37])[O-:38].[CH2:71]1[O:72][CH2:73][CH2:74][O:75][CH2:76]1.[CH:115](=[CH:116][C:117]([CH:118]=[CH:119][c:120]1[cH:121][cH:122][cH:123][cH:124][cH:125]1)=[O:126])[c:127]1[cH:128][cH:129][cH:130][cH:131][cH:132]1.[CH:1]1([P:2]([CH:3]2[CH2:4][CH2:5][CH2:6][CH2:7][CH2:8]2)[c:9]2[cH:10][cH:11][cH:12][cH:13][c:14]2-[c:15]2[c:16]([CH:17]([CH3:18])[CH3:19])[cH:20][c:21]([CH:22]([CH3:23])[CH3:24])[cH:25][c:26]2[CH:27]([CH3:28])[CH3:29])[CH2:30][CH2:31][CH2:32][CH2:33][CH2:34]1.[CH:79](=[CH:80][C:81]([CH:82]=[CH:83][c:84]1[cH:85][cH:86][cH:87][cH:88][cH:89]1)=[O:90])[c:91]1[cH:92][cH:93][cH:94][cH:95][cH:96]1.[CH:97](=[CH:98][C:99]([CH:100]=[CH:101][c:102]1[cH:103][cH:104][cH:105][cH:106][cH:107]1)=[O:108])[c:109]1[cH:110][cH:111][cH:112][cH:113][cH:114]1.[Cl:41][c:42]1[cH:43][cH:44][c:45]2[c:46]([n:47]1)[n:48](-[c:51]1[cH:52][c:53]([C:54]#[N:55])[cH:56][cH:57][cH:58]1)[cH:49][n:50]2.[Cs+:39].[Cs+:40].[F:59][c:60]1[cH:61][c:62]([CH:66]2[NH:67][CH2:68][CH2:69][CH2:70]2)[cH:63][cH:64][cH:65]1.[Pd:77].[Pd:78]>>[c:42]1([N:67]2[CH:66]([c:62]3[cH:61][c:60]([F:59])[cH:65][cH:64][cH:63]3)[CH2:70][CH2:69][CH2:68]2)[cH:43][cH:44][c:45]2[c:46]([n:47]1)[n:48](-[c:51]1[cH:52][c:53]([C:54]#[N:55])[cH:56][cH:57][cH:58]1)[cH:49][n:50]2. Procedure details: A suspension of crude [2-(1-benzyl-1H-pyrazol-4-yl)-7-benzyloxy-6-methoxy-benzofuran-3-yl]-(3,4,5-trimethoxyphenyl)-methanone (29 mg), 10% palladium on carbon (20 mg) and 6M HCl(aq) (2 drops) in ethyl acetate (2 mL) and methanol (1 mL) was stirred at room temperature overnight. After this time the reaction mixture was filtered through celite and the solvent removed under vacuum. The crude residue was purified by preparative thin layer chromatography to afford the product as a pale yellow resin t... Run at time 8 hour. Run in C(C)(=O)OCC (ethyl acetate), CO (methanol). Reagents/catalysts: [Pd] (palladium on carbon), Cl (HCl). The product is OC1=C(C=CC=2C(=C(OC21)C=2C=NNC2)C(=O)C2=CC(=C(C(=C2)OC)OC)OC)OC ([7-Hydroxy-6-methoxy-2-(1H-pyrazol-4-yl)-benzofuran-3-yl]-(3,4,5-trimethoxyphenyl)-methanone). Starting materials: C(C1=CC=CC=C1)N1N=CC(=C1)C=1OC2=C(C1C(=O)C1=CC(=C(C(=C1)OC)OC)OC)C=CC(=C2OCC2=CC=CC=C2)OC ([2-(1-benzyl-1H-pyrazol-4-yl)-7-benzyloxy-6-methoxy-benzofuran-3-yl]-(3,4,5-trimethoxyphenyl)-methanone). As a reaction SMILES: C([N:8]1[CH:12]=[C:11]([C:13]2[O:14][C:15]3[C:35]([O:36]CC4C=CC=CC=4)=[C:34]([O:44][CH3:45])[CH:33]=[CH:32][C:16]=3[C:17]=2[C:18]([C:20]2[CH:25]=[C:24]([O:26][CH3:27])[C:23]([O:28][CH3:29])=[C:22]([O:30][CH3:31])[CH:21]=2)=[O:19])[CH:10]=[N:9]1)C1C=CC=CC=1>[Pd].Cl.C(OCC)(=O)C.CO>[OH:36][C:35]1[C:15]2[O:14][C:13]([C:11]3[CH:10]=[N:9][NH:8][CH:12]=3)=[C:17]([C:18]([C:20]3[CH:21]=[C:22]([O:30][CH3:31])[C:23]([O:28][CH3:29])=[C:24]([O:26][CH3:27])[CH:25]=3)=[O:19])[C:16]=2[CH:32]=[CH:33][C:34]=1[O:44][CH3:45].